This data is from the Open Reaction Database (ORD), a public repository of structured organic reaction records. The task is: describe an organic reaction: reactants, conditions, products, and yield Starting materials: F[C@@H](CC)[C@@H]1N(C(OC1)(C)C)C(=O)[O-] ((4R)-4-[(1S)-1-fluoropropyl]-2,2-dimethyl-1,3-oxazolidine-3-carboxylate), Cl.CO (HCl methanol). Conditions: time 8 hour. The product is Cl.N[C@H](CO)[C@H](CC)F ((2R,3S)-2-Amino-3-fluoropentan-1-ol hydrochloride). As a reaction SMILES: [F:1][C@H:2]([C@H:5]1[CH2:9][O:8]C(C)(C)[N:6]1C([O-])=O)[CH2:3][CH3:4].[ClH:15].CO>>[ClH:15].[NH2:6][C@@H:5]([C@@H:2]([F:1])[CH2:3][CH3:4])[CH2:9][OH:8] |f:1.2,3.4|. Procedure details: A 5-10% HCl/methanol solution (70 mL) was added to tert-butyl((4R)-4-[(1S)-1-fluoropropyl]-2,2-dimethyl-1,3-oxazolidine-3-carboxylate (4.9 g), and the mixture was stirred at room temperature overnight. The solvent was distilled off under reduced pressure to afford the title compound (2.96 g). The reactants are FC(F)(F)c1cccc(CBr)c1, Clc1ccc(COC2CN(C(c3ccccc3)c3ccccc3)C2)cc1, OC1CN(C(c2ccccc2)c2ccccc2)C1. The product is FC(F)(F)c1cccc(COC2CN(C(c3ccccc3)c3ccccc3)C2)c1. RXN SMILES: [Br:19][CH2:20][c:21]1[cH:22][c:23]([C:27]([F:28])([F:29])[F:30])[cH:24][cH:25][cH:26]1.[Cl:31][c:32]1[cH:33][cH:34][c:35]([CH2:36][O:37][CH:38]2[CH2:39][N:40]([CH:41]([c:42]3[cH:43][cH:44][cH:45][cH:46][cH:47]3)[c:48]3[cH:49][cH:50][cH:51][cH:52][cH:53]3)[CH2:54]2)[cH:55][cH:56]1.[c:1]1([CH:7]([N:8]2[CH2:9][CH:10]([OH:12])[CH2:11]2)[c:13]2[cH:14][cH:15][cH:16][cH:17][cH:18]2)[cH:2][cH:3][cH:4][cH:5][cH:6]1>>[c:1]1([CH:7]([N:8]2[CH2:9][CH:10]([O:12][CH2:20][c:21]3[cH:22][c:23]([C:27]([F:28])([F:29])[F:30])[cH:24][cH:25][cH:26]3)[CH2:11]2)[c:13]2[cH:14][cH:15][cH:16][cH:17][cH:18]2)[cH:2][cH:3][cH:4][cH:5][cH:6]1. Starting materials: C(C)(C)(C)OC(=O)N1CCC(CC1)N(C)C(=O)OCC1=CC=CC=C1 (4-(benzyloxycarbonyl-methyl-amino)-piperidine-1-carboxylic acid tert-butyl ester), atmosphere. The reagents and catalysts are [Pd] (Pd/C). Solvent: CO (MeOH). Conditions: time 2 hour. The product is C(C)(C)(C)OC(=O)N1CCC(CC1)NC (4-methylamino-piperidine-1-carboxylic acid tert-butyl ester). Isolated yield 102657.6%. Reaction SMILES: [C:1]([O:5][C:6]([N:8]1[CH2:13][CH2:12][CH:11]([N:14](C(OCC2C=CC=CC=2)=O)[CH3:15])[CH2:10][CH2:9]1)=[O:7])([CH3:4])([CH3:3])[CH3:2]>CO.[Pd]>[C:1]([O:5][C:6]([N:8]1[CH2:9][CH2:10][CH:11]([NH:14][CH3:15])[CH2:12][CH2:13]1)=[O:7])([CH3:4])([CH3:3])[CH3:2]. Procedure details: To a solution of 4-(benzyloxycarbonyl-methyl-amino)-piperidine-1-carboxylic acid tert-butyl ester (5 g, 0.014 mmol) in MeOH (30 ml) was added under an inert atmosphere 10% Pd/C (500 mg). H2 was bubbled through the resulting suspension for 2 hrs. The reaction mixture was then stirred under 1 atm. of H2 for 2 hrs. Pd/C was filtered off and the solvent was removed under reduced pressure to give the expected 4-methylamino-piperidine-1-carboxylic acid tert-butyl ester (3.08 g, quant.). Reactants: Cl, O=N[O-], N#N, CCOC(=O)C(OC)C(Oc1ccccc1N)c1ccccc1, [Na+], O. The product is CCOC(=O)C(OC)C(Oc1ccccc1O)c1ccccc1. Reaction SMILES: [ClH:30].[N:24](=[O:25])[O-:26].[N:28]#[N:29].[NH2:1][c:2]1[c:3]([O:4][CH:5]([CH:6]([C:7](=[O:8])[O:9][CH2:10][CH3:11])[O:12][CH3:13])[c:14]2[cH:15][cH:16][cH:17][cH:18][cH:19]2)[cH:20][cH:21][cH:22][cH:23]1.[Na+:27].[OH2:31]>>[c:2]1([OH:25])[c:3]([O:4][CH:5]([CH:6]([C:7](=[O:8])[O:9][CH2:10][CH3:11])[O:12][CH3:13])[c:14]2[cH:15][cH:16][cH:17][cH:18][cH:19]2)[cH:20][cH:21][cH:22][cH:23]1. Starting materials: CNC, Clc1ccc(OCCBr)cc1. Product: CN(C)CCOc1ccc(Cl)cc1. RXN SMILES: [CH3:12][NH:13][CH3:14].[Cl:1][c:2]1[cH:3][cH:4][c:5]([O:8][CH2:9][CH2:10][Br:11])[cH:6][cH:7]1>>[Cl:1][c:2]1[cH:3][cH:4][c:5]([O:8][CH2:9][CH2:10][N:13]([CH3:12])[CH3:14])[cH:6][cH:7]1. Reactants: CCN(C(C)C)C(C)C, CCI, C1CCOC1, CC(O)C1C(=O)N2C(C(=O)OCc3ccc([N+](=O)[O-])cc3)C(=S)SC12. The product is CCSC1=C(C(=O)OCc2ccc([N+](=O)[O-])cc2)N2C(=O)C(C(C)O)C2S1. As a reaction SMILES: [CH2:1]([CH3:2])[N:3]([CH:4]([CH3:5])[CH3:6])[CH:7]([CH3:8])[CH3:9].[I:35][CH2:36][CH3:37].[O:38]1[CH2:39][CH2:40][CH2:41][CH2:42]1.[OH:10][CH:11]([CH3:12])[CH:13]1[CH:14]2[S:15][C:16](=[S:34])[CH:17]([C:21](=[O:22])[O:23][CH2:24][c:25]3[cH:26][cH:27][c:28]([N+:31](=[O:32])[O-:33])[cH:29][cH:30]3)[N:18]2[C:19]1=[O:20]>>[CH2:1]([CH3:2])[S:34][C:16]1=[C:17]([C:21](=[O:22])[O:23][CH2:24][c:25]2[cH:26][cH:27][c:28]([N+:31](=[O:32])[O-:33])[cH:29][cH:30]2)[N:18]2[CH:14]([CH:13]([CH:11]([OH:10])[CH3:12])[C:19]2=[O:20])[S:15]1. Reactants: C1(CCCCC1)=O (cyclohexanone), C1(=CC=CC=C1)O (phenol), C1(=CC=CC=C1)O (phenol), C1(=CC=CC=C1)O (phenol), C1(=CC=CC=C1)O.C1CCCCC1 (phenol cyclohexane), C1(=CC=CC=C1)O (phenol), [H][H] (hydrogen), [H][H].C1(=CC=CC=C1)O (hydrogen phenol). The reagents and catalysts are [Pd] (palladium). The solvent is C1CCCCC1 (cyclohexane). Product: C1(CCCCC1)O (cyclohexanol), C1(=CC=CC=C1)O (phenol). Yield: 2.0%. Reaction SMILES: [C:1]1([OH:7])[CH:6]=[CH:5][CH:4]=[CH:3][CH:2]=1.[C:8]1([OH:14])[CH:13]=[CH:12][CH:11]=[CH:10][CH:9]=1.C1CCCCC1.[H][H].[H][H].C1(O)C=CC=CC=1.C1(=O)CCCCC1>[Pd].C1CCCCC1>[CH:1]1([OH:7])[CH2:6][CH2:5][CH2:4][CH2:3][CH2:2]1.[C:8]1([OH:14])[CH:13]=[CH:12][CH:11]=[CH:10][CH:9]=1 |f:1.2,4.5|. Procedure details: In the case of hydrogenating phenol through a phenol hydrogenation process of prior art, for example by using an alumina-supported palladium catalyst, and introducing a mixed solution of phenol and cyclohexane with a phenol/cyclohexane molar ratio of ½ at a phenol flow rate of 0.0135 mol/hr into a hydrogen gas stream (hydrogen/phenol molar ratio=5.4) and carrying out reaction at 230° C., at the start of the flow reaction 98% cyclohexanone and 2% cyclohexanol were produced at a phenol conversion ... Reactants: C(C)(C)(C)OC(=O)N(C)[C@@H]1CNCC1 ((S)-3-[N-(tert-butoxycarbonyl)-N-methylamino]pyrrolidine), BrC1=CN=CC=2C=CC=C(C12)S(=O)(=O)Cl (4-bromo-5-isoquinolinesulfonyl chloride), ClC1=CN=CC=2C=CC=C(C12)S(=O)(=O)Cl (4-chloro-5-isoquinolinesulfonyl chloride), C(C)(C)(C)OC(=O)N(C)C1CNCC1 (3-[N-(tert-butoxycarbonyl)-N-methylamino]pyrrolidine). Yields the product C(C)(C)(C)OC(=O)N(C)[C@@H]1CN(CC1)S(=O)(=O)C=1C=2C(=CN=CC2C=CC1)Cl ((S)-3-[N-(tert-butoxycarbonyl)-N-methylamino]-1-(4-chloro-5-isoquinolinesulfonyl)pyrrolidine), compound, Cl (hydrochloride). As a reaction SMILES: [Cl:1][C:2]1[C:11]2[C:10]([S:12](Cl)(=[O:14])=[O:13])=[CH:9][CH:8]=[CH:7][C:6]=2[CH:5]=[N:4][CH:3]=1.[C:16]([O:20][C:21]([N:23]([C@H:25]1[CH2:29][CH2:28][NH:27][CH2:26]1)[CH3:24])=[O:22])([CH3:19])([CH3:18])[CH3:17].BrC1C2C(S([Cl:44])(=O)=O)=CC=CC=2C=NC=1.C(OC(N(C1CCNC1)C)=O)(C)(C)C>>[C:16]([O:20][C:21]([N:23]([C@H:25]1[CH2:29][CH2:28][N:27]([S:12]([C:10]2[C:11]3[C:2]([Cl:1])=[CH:3][N:4]=[CH:5][C:6]=3[CH:7]=[CH:8][CH:9]=2)(=[O:14])=[O:13])[CH2:26]1)[CH3:24])=[O:22])([CH3:19])([CH3:17])[CH3:18].[ClH:44]. Procedure: That is, (S)-3-[N-(tert-butoxycarbonyl)-N-methylamino]-1-(4-chloro-5-isoquinolinesulfonyl)pyrrolidine (Intermediate 21a) was prepared by using 4-chloro-5-isoquinolinesulfonyl chloride and (S)-3-[N-(tert-butoxycarbonyl)-N-methylamino]pyrrolidine in the method of Example 31, Step A instead of 4-bromo-5-isoquinolinesulfonyl chloride and 3-[N-(tert-butoxycarbonyl)-N-methylamino]pyrrolidine, respectively, and then used in the method of Example 31, Step B in a similar manner to obtain the compound of ...